Dataset: the Open Reaction Database (ORD), a public repository of structured organic reaction records. Task: describe an organic reaction: reactants, conditions, products, and yield Starting materials: C(C)(=O)N[C@H](CC1=CC2=CC=CC=C2C=C1)C(=O)OC (methyl N-acetyl-3-(2-naphthyl)-D-alaninate). Solvent: Cl (HCl). Yields the product C1=C(C=CC2=CC=CC=C12)C[C@@H](N)C(=O)O (3-(2-naphthyl)-D-alanine). Yield: 60.5%. Reaction SMILES: C([NH:4][C@@H:5]([C:17]([O:19]C)=[O:18])[CH2:6][C:7]1[CH:16]=[CH:15][C:14]2[C:9](=[CH:10][CH:11]=[CH:12][CH:13]=2)[CH:8]=1)(=O)C>Cl>[CH:8]1[C:9]2[C:14](=[CH:13][CH:12]=[CH:11][CH:10]=2)[CH:15]=[CH:16][C:7]=1[CH2:6][C@H:5]([C:17]([OH:19])=[O:18])[NH2:4]. Procedure: A solution of 2.5 g of methyl N-acetyl-3-(2-naphthyl)-D-alaninate in 60 ml of 6 N HCl was heated at 120°-130° for 3 hours and cooled to room temperature. The white precipitate which formed was collected and recrystallized from 50 ml of H2O containing 1 ml of 12 N HCl by neutralization with NH4OH to pH 6, and dried in vacuo to yield 1.2 g of 3-(2-naphthyl)-D-alanine, m.p. 242°-244°, [α]D25 26.6° (c 0.5, CH3CO2H). The reactants are CC(C)(O)c1cc(Br)cc(C(C)(C)O)n1, CCOC(C)=O, N#C[Cu], CN(C)C=O, O. Product: CC(C)(O)c1cc(C#N)cc(C(C)(C)O)n1. RXN SMILES: [Br:1][c:2]1[cH:3][c:4]([C:12]([CH3:13])([CH3:14])[OH:15])[n:5][c:6]([C:8]([CH3:9])([CH3:10])[OH:11])[cH:7]1.[CH3:20][CH2:21][O:22][C:23]([CH3:24])=[O:25].[Cu:16][C:17]#[N:18].[O:26]=[CH:27][N:28]([CH3:29])[CH3:30].[OH2:19]>>[c:2]1([C:17]#[N:18])[cH:3][c:4]([C:12]([CH3:13])([CH3:14])[OH:15])[n:5][c:6]([C:8]([CH3:9])([CH3:10])[OH:11])[cH:7]1. The reactants are N1[C@H](CCC1)[C@@H](C)NC1=NC(=CC=C1C1=CC(=NC=N1)OC1=CC=CC2=C1N=C(S2)NC(C)=O)C(F)(F)F (N-(4-(6-(2-((R)-1-((R)-Pyrrolidin-2-yl)ethylamino)-6-(trifluoromethyl)pyridin-3-yl)-pyrimidin-4-yloxy)benzo[d]thiazol-2-yl)acetamide), CC(=O)C (acetone). Yields the product C(C)(C)N1[C@H](CCC1)[C@@H](C)NC1=NC(=CC=C1C1=CC(=NC=N1)OC1=CC=CC2=C1N=C(S2)NC(C)=O)C(F)(F)F (N-(4-(6-(2-((R)-1-((R)-1-Isopropylpyrrolidin-2-yl)ethylamino)-6-(trifluoromethyl)pyridin-3-yl)pyrimidin-4-yloxy)benzo[d]thiazol-2-yl)acetamide). RXN SMILES: [NH:1]1[CH2:5][CH2:4][CH2:3][C@@H:2]1[C@H:6]([NH:8][C:9]1[C:14]([C:15]2[N:20]=[CH:19][N:18]=[C:17]([O:21][C:22]3[C:27]4[N:28]=[C:29]([NH:31][C:32](=[O:34])[CH3:33])[S:30][C:26]=4[CH:25]=[CH:24][CH:23]=3)[CH:16]=2)=[CH:13][CH:12]=[C:11]([C:35]([F:38])([F:37])[F:36])[N:10]=1)[CH3:7].[CH3:39][C:40]([CH3:42])=O>>[CH:40]([N:1]1[CH2:5][CH2:4][CH2:3][C@@H:2]1[C@H:6]([NH:8][C:9]1[C:14]([C:15]2[N:20]=[CH:19][N:18]=[C:17]([O:21][C:22]3[C:27]4[N:28]=[C:29]([NH:31][C:32](=[O:34])[CH3:33])[S:30][C:26]=4[CH:25]=[CH:24][CH:23]=3)[CH:16]=2)=[CH:13][CH:12]=[C:11]([C:35]([F:38])([F:36])[F:37])[N:10]=1)[CH3:7])([CH3:42])[CH3:39]. Procedure: N-(4-(6-(2-((R)-1-((R)-Pyrrolidin-2-yl)ethylamino)-6-(trifluoromethyl)pyridin-3-yl)-pyrimidin-4-yloxy)benzo[d]thiazol-2-yl)acetamide, Example 12(d), (135 mg, 0.25 mmol) was reacted with acetone (56 μL, 0.75 mmol, Aldrich) under the conditions of Example 3(d) to give the title compound as a yellow solid. MS (ESI, pos. ion.) m/z: 586 (M+1). Starting materials: ClC1=CC=C(C=C1)C(CNCC(=O)OC)=O (Methyl {[2-(4-chlorophenyl)-2-oxoethyl]amino}acetate), [N-]=C=O.[K+] (potassium isocyanate). Run in O (water), CO (methanol), CO.O (methanol water), CO.O (methanol water). Conditions: time 1 hour. The product is COC(CN1C(NC(=C1)C1=CC=C(C=C1)Cl)=O)=O (Methyl[4-(4-chlorophenyl)-2-oxo-2,3-dihydro-1H-imidazol-1-yl]-acetate). Reaction SMILES: [Cl:1][C:2]1[CH:7]=[CH:6][C:5]([C:8](=O)[CH2:9][NH:10][CH2:11][C:12]([O:14][CH3:15])=[O:13])=[CH:4][CH:3]=1.[N-:17]=[C:18]=[O:19].[K+]>CO.O.O.CO>[CH3:15][O:14][C:12](=[O:13])[CH2:11][N:10]1[CH:9]=[C:8]([C:5]2[CH:6]=[CH:7][C:2]([Cl:1])=[CH:3][CH:4]=2)[NH:17][C:18]1=[O:19] |f:1.2,3.4|. Reported procedure: A solution of 3.41 g (12.27 mmol) of the compound from Example 231A in 14 ml methanol/water (7:3) is added dropwise to a solution of 995 mg (12.27 mmol) of potassium isocyanate in 11 ml methanol/water (7:3). This is stirred for 1 hr at RT. The thick suspension is diluted with 7.4 ml water and 39 ml methanol to facilitate stirring, then heated under reflux for 1 hr and then left to stand overnight at RT. After cooling to 0° C., the precipitate is filtered off, washed with ice-cold water and dried...